This data is from the Open Reaction Database (ORD), a public repository of structured organic reaction records. The task is: describe an organic reaction: reactants, conditions, products, and yield Reactants: NC=1SC=2N=C(N=CC2N1)NC=1C=C(C=CC1C)NC(C1=CC(=CC=C1)C(C)(C)C#N)=O (N-{3-[(2-amino[1,3]thiazolo[5,4-d]pyrimidin-5-yl)amino]-4-methylphenyl}-3-(1-cyano-1-methylethyl)benzamide), C(C=CC1=CC=CC=C1)(=O)Cl (cinnamoyl chloride), C(O)([O-])=O.[Na+] (sodium hydrogen carbonate). Solvent: N1=CC=CC=C1 (pyridine). Run at time 1 hour. Product: C(#N)C(C)(C)C=1C=C(C(=O)NC2=CC(=C(C=C2)C)NC=2N=CC3=C(N2)SC(=N3)NC(\C=C\C3=CC=CC=C3)=O)C=CC1 (3-(1-cyano-1-methylethyl)-N-{4-methyl-3-[(2-{[(2E)-3-phenylprop-2-enoyl]amino}[1,3]thiazolo[5,4-d]pyrimidin-5-yl)amino]phenyl}benzamide). Isolated yield 55.7%. Reaction SMILES: [NH2:1][C:2]1[S:3][C:4]2[N:5]=[C:6]([NH:11][C:12]3[CH:13]=[C:14]([NH:19][C:20](=[O:32])[C:21]4[CH:26]=[CH:25][CH:24]=[C:23]([C:27]([C:30]#[N:31])([CH3:29])[CH3:28])[CH:22]=4)[CH:15]=[CH:16][C:17]=3[CH3:18])[N:7]=[CH:8][C:9]=2[N:10]=1.[C:33](Cl)(=[O:42])[CH:34]=[CH:35][C:36]1[CH:41]=[CH:40][CH:39]=[CH:38][CH:37]=1.C(=O)([O-])O.[Na+]>N1C=CC=CC=1>[C:30]([C:27]([C:23]1[CH:22]=[C:21]([CH:26]=[CH:25][CH:24]=1)[C:20]([NH:19][C:14]1[CH:15]=[CH:16][C:17]([CH3:18])=[C:12]([NH:11][C:6]2[N:7]=[CH:8][C:9]3[N:10]=[C:2]([NH:1][C:33](=[O:42])/[CH:34]=[CH:35]/[C:36]4[CH:41]=[CH:40][CH:39]=[CH:38][CH:37]=4)[S:3][C:4]=3[N:5]=2)[CH:13]=1)=[O:32])([CH3:29])[CH3:28])#[N:31] |f:2.3|. Procedure details: To a solution of N-{3-[(2-amino[1,3]thiazolo[5,4-d]pyrimidin-5-yl)amino]-4-methylphenyl}-3-(1-cyano-1-methylethyl)benzamide (150 mg, 338 μmol) produced in Example D25(iii) in pyridine (4 mL) was added cinnamoyl chloride (141 mg, 845 μmol), and the mixture was stirred at room temperature for 1 hr. To the reaction mixture was added saturated aqueous sodium hydrogen carbonate solution (15 mL), and the mixture was extracted with ethyl acetate (20 mL, 5 mL). The combined organic layer was washed with... Starting materials: CCOCC (ether), C[Li] (methyl lithium), OC1=CC=C2C(CC(OC2=C1)=O)C1=CC=CC2=CC=CC=C12 (3,4-dihydro-7-hydroxy-4-(1-naphthyl)coumarin), CCOCC (ether). The product is OC1=C(C=CC(=C1)O)C(CC(C)(O)C)C1=CC=CC2=CC=CC=C12 (4-(2,4-dihydroxyphenyl)-2-methyl-4-(1-naphthyl)-2-butanol). RXN SMILES: [CH3:1][Li].[OH:3][C:4]1[CH:13]=[C:12]2[C:7]([CH:8]([C:15]3[C:24]4[C:19](=[CH:20][CH:21]=[CH:22][CH:23]=4)[CH:18]=[CH:17][CH:16]=3)[CH2:9]C(=O)[O:11]2)=[CH:6][CH:5]=1.CC[O:27][CH2:28][CH3:29]>>[OH:11][C:12]1[CH:13]=[C:4]([OH:3])[CH:5]=[CH:6][C:7]=1[CH:8]([C:15]1[C:24]2[C:19](=[CH:20][CH:21]=[CH:22][CH:23]=2)[CH:18]=[CH:17][CH:16]=1)[CH2:9][C:28]([CH3:29])([OH:27])[CH3:1]. Procedure details: To a stirred solution of methyl lithium in ether (80 ml, 1.9 M solution) at ambient temperature under nitrogen was added portionwise over 0.5 hour finely divided 3,4-dihydro-7-hydroxy-4-(1-naphthyl)coumarin (7.52 g). The ether boiled during the addition and the solid material gradually dissolved. After the addition was complete the solution was boiled under reflux for 4 hours then cooled and poured into acid. The ether extract yielded 4-(2,4-dihydroxyphenyl)-2-methyl-4-(1-naphthyl)-2-butanol whi...